This data is from the Open Reaction Database (ORD), a public repository of structured organic reaction records. The task is: describe an organic reaction: reactants, conditions, products, and yield The reactants are CCOC(=O)CC(=O)OCC, C1CCNCC1, COc1ccc(C=O)c(OC)c1, CCOC(C)=O, CCCCCC, O=C(O)c1ccccc1, c1ccccc1. Yields the product CCOC(=O)C(=Cc1ccc(OC)cc1OC)C(=O)OCC. Reaction SMILES: [C:13]([CH2:14][C:15](=[O:16])[O:17][CH2:18][CH3:19])(=[O:20])[O:21][CH2:22][CH3:23].[CH2:33]1[CH2:34][CH2:35][NH:36][CH2:37][CH2:38]1.[CH3:1][O:2][c:3]1[c:4]([CH:5]=[O:6])[cH:7][cH:8][c:9]([O:11][CH3:12])[cH:10]1.[CH3:45][CH2:46][O:47][C:48](=[O:49])[CH3:50].[CH3:51][CH2:52][CH2:53][CH2:54][CH2:55][CH3:56].[OH:24][C:25]([c:26]1[cH:27][cH:28][cH:29][cH:30][cH:31]1)=[O:32].[cH:39]1[cH:40][cH:41][cH:42][cH:43][cH:44]1>>[CH3:1][O:2][c:3]1[c:4]([CH:5]=[C:14]([C:13](=[O:20])[O:21][CH2:22][CH3:23])[C:15](=[O:16])[O:17][CH2:18][CH3:19])[cH:7][cH:8][c:9]([O:11][CH3:12])[cH:10]1. Isolated yield 91.9%. Yields the product FC=1C=C(C(=O)OC)C=C(C1)F (methyl 3,5-difluorobenzoate). As a reaction SMILES: [F:1][C:2]1[CH:3]=[C:4]([CH:8]=[C:9]([F:11])[CH:10]=1)[C:5]([OH:7])=[O:6].[C:12](Cl)(=O)C(Cl)=O.CN(C)C=O.CO>ClCCl>[F:1][C:2]1[CH:3]=[C:4]([CH:8]=[C:9]([F:11])[CH:10]=1)[C:5]([O:7][CH3:12])=[O:6]. The solvent is ClCCl (dichloromethane). Run at time 3 hour. Reactants: FC=1C=C(C(=O)O)C=C(C1)F (3,5-difluorobenzoic acid), C(C(=O)Cl)(=O)Cl (oxalyl chloride), CO (Methanol), CN(C=O)C (dimethylformamide). Procedure: To a solution of 3,5-difluorobenzoic acid (10 gm, 63.2 mmol) in dichloromethane (100 mL) was added oxalyl chloride (11.96 gm, 94.9 mmol) at 0° C. followed by addition of dimethylformamide (2 mL). The resulting reaction mixture was stirred for about 3 hours at room temperature. Methanol (100 mL) was added to the reaction mass and stirring was continued further for 20-30 minutes. Solvents were evaporated to obtain an oily mass which was further purified by column chromatography over silica gel (10... The reactants are COc1csc(OC)n1, O=C(Cl)Cl, ClCCl, O=S(=O)(OS(=O)(=O)C(F)(F)F)C(F)(F)F, O=P(Cl)(Cl)Cl, CN(C=O)c1ccccc1. As a reaction SMILES: [CH3:1][O:2][c:3]1[s:4][cH:5][c:6]([O:8][CH3:9])[n:7]1.[Cl:25][C:26](=[O:27])[Cl:28].[Cl:44][CH2:45][Cl:46].[F:29][C:30]([F:31])([F:32])[S:33]([O:34][S:35]([C:36]([F:37])([F:38])[F:39])(=[O:40])=[O:41])(=[O:42])=[O:43].[P:20]([Cl:21])([Cl:22])([Cl:23])=[O:24].[c:10]1([N:11]([CH3:12])[CH:17]=[O:18])[cH:13][cH:14][cH:15][cH:16][cH:19]1>>[CH3:1][O:2][c:3]1[s:4][c:5]([CH:17]=[O:18])[c:6]([O:8][CH3:9])[n:7]1. The product is COc1nc(OC)c(C=O)s1. Starting materials: C(C1=CC=CC=C1)OC(=O)C(N=[N+]=[N-])N1C(C2N=C(SC12)COC1=CC=CC=C1)=O (7-(1-benzyloxycarbonyl-1-azidomethyl)-3-phenoxymethyl-6-oxo-2-thia-4,7-diazabicyclo[3,2,0]hept-3-ene), F[B-](F)(F)F.[Ag+] (silver tetrafluoroborate), O1CCCC1 (tetrahydrofuran), resultant mixture. The reagents and catalysts are C1(=CC=C(C=C1)S(=O)(=O)O)C (p-toluenesulfonic acid). Run in O (water). The product is [Ag] (silver), N(=[N+]=[N-])C(C(=O)OCC1=CC=CC=C1)N1C(C(C1S)NC(COC1=CC=CC=C1)=O)=O (benzyl 2-azido-2-(3-phenoxyacetamido-4-mercapto-2-oxo-1-azetidinyl)acetate). Reaction SMILES: [CH2:1]([O:8][C:9]([CH:11]([N:15]1[CH:21]2[CH:17]([N:18]=[C:19]([CH2:22][O:23][C:24]3[CH:29]=[CH:28][CH:27]=[CH:26][CH:25]=3)[S:20]2)[C:16]1=[O:30])[N:12]=[N+:13]=[N-:14])=[O:10])[C:2]1[CH:7]=[CH:6][CH:5]=[CH:4][CH:3]=1.F[B-](F)(F)F.[Ag+:36].[O:37]1CCCC1>O.C1(C)C=CC(S(O)(=O)=O)=CC=1>[Ag:36].[N:12]([CH:11]([N:15]1[CH:21]([SH:20])[CH:17]([NH:18][C:19](=[O:37])[CH2:22][O:23][C:24]2[CH:29]=[CH:28][CH:27]=[CH:26][CH:25]=2)[C:16]1=[O:30])[C:9]([O:8][CH2:1][C:2]1[CH:7]=[CH:6][CH:5]=[CH:4][CH:3]=1)=[O:10])=[N+:13]=[N-:14] |f:1.2|. Procedure details: To a cooled solution of 7-(1-benzyloxycarbonyl-1-azidomethyl)-3-phenoxymethyl-6-oxo-2-thia-4,7-diazabicyclo[3,2,0]hept-3-ene (3.0 g.) in tetrahydrofuran (48 ml.) was added silver tetrafluoroborate (2.05 g.), followed by a solution of p-toluenesulfonic acid (145.8 mg.) in water (8.1 mg.). After the resultant mixture was stirred at 0° C. for 9 hours, it was concentrated to a volume of 10 ml. To the concentrate was added a mixture of methanol (5 ml.) and water (10 ml.) and precipitates were tritura... Starting materials: C(C)(=O)OCC=1CS[C@H]2N(C1C(=O)[O-])C(C2NC(C(=NOC)C=2N=C(SC2)NC=O)=O)=O.[Na+] (sodium 3-acetoxymethyl-7-[2-(2-formylaminothiazol-4-yl)-2-methoxyiminoacetamido]-3-cephem-4-carboxylate), O.O.[Cl-].[Ca+2].[Cl-] (calcium chloride dihydrate). The solvent is ice water, CO (methanol). Run at temperature 70 celsius, time 35 minute. Yields the product C(=O)NC=1SC=C(N1)C(C(=O)NC1[C@@H]2N(C(=C(CS2)COC)C(=O)O)C1=O)=NOC (7-[2-(2-Formylaminothiazol-4-yl)-2-methoxyiminoacetamido]-3-methoxymethyl-3-cephem-4-carboxylic acid). Yield: 66.6%. As a reaction SMILES: [C:1]([O:4][CH2:5][C:6]1[CH2:7][S:8][C@@H:9]2[CH:16]([NH:17][C:18](=[O:31])[C:19]([C:23]3[N:24]=[C:25]([NH:28][CH:29]=[O:30])[S:26][CH:27]=3)=[N:20][O:21][CH3:22])[C:15](=[O:32])[N:10]2[C:11]=1[C:12]([O-:14])=[O:13])(=O)C.[Na+].O.O.[Cl-].[Ca+2].[Cl-]>CO>[CH:29]([NH:28][C:25]1[S:26][CH:27]=[C:23]([C:19](=[N:20][O:21][CH3:22])[C:18]([NH:17][CH:16]2[C:15](=[O:32])[N:10]3[C:11]([C:12]([OH:14])=[O:13])=[C:6]([CH2:5][O:4][CH3:1])[CH2:7][S:8][C@H:9]23)=[O:31])[N:24]=1)=[O:30] |f:0.1,2.3.4.5.6|. Reported procedure: 1 g of sodium 3-acetoxymethyl-7-[2-(2-formylaminothiazol-4-yl)-2-methoxyiminoacetamido]-3-cephem-4-carboxylate were dissolved in 12 ml of 50% v/v aqueous methanol, and 20 g of calcium chloride dihydrate were added. The mixture was then stirred at 70° C. for 35 minutes, after which it was diluted with 30 ml of ice-water and insolubles were filtered off. The filtrate was acidified with hydrochloric acid and extracted three times, each time with 50 ml of ethyl acetate. The extracts were combined, w... The reactants are COCCOC, Clc1cncc(Nc2ccc3[nH]ccc3c2)n1, OB(O)c1ccnc(F)c1, [Na+], [Na+], O=C([O-])[O-], O, c1ccc(P(c2ccccc2)(c2ccccc2)[Pd](P(c2ccccc2)(c2ccccc2)c2ccccc2)(P(c2ccccc2)(c2ccccc2)c2ccccc2)P(c2ccccc2)(c2ccccc2)c2ccccc2)cc1. Yields the product Fc1cc(-c2cncc(Nc3ccc4[nH]ccc4c3)n2)ccn1. RXN SMILES: [CH3:34][O:35][CH2:36][CH2:37][O:38][CH3:39].[Cl:1][c:2]1[cH:3][n:4][cH:5][c:6]([NH:8][c:9]2[cH:10][c:11]3[cH:12][cH:13][nH:14][c:15]3[cH:16][cH:17]2)[n:7]1.[F:18][c:19]1[n:20][cH:21][cH:22][c:23]([B:25]([OH:26])[OH:27])[cH:24]1.[Na+:28].[Na+:29].[O-:30][C:31](=[O:32])[O-:33].[OH2:40].[cH:41]1[cH:42][cH:43][c:44]([P:45]([Pd:46]([P:47]([c:48]2[cH:49][cH:50][cH:51][cH:52][cH:53]2)([c:54]2[cH:55][cH:56][cH:57][cH:58][cH:59]2)[c:60]2[cH:61][cH:62][cH:63][cH:64][cH:65]2)([P:66]([c:67]2[cH:68][cH:69][cH:70][cH:71][cH:72]2)([c:73]2[cH:74][cH:75][cH:76][cH:77][cH:78]2)[c:79]2[cH:80][cH:81][cH:82][cH:83][cH:84]2)[P:85]([c:86]2[cH:87][cH:88][cH:89][cH:90][cH:91]2)([c:92]2[cH:93][cH:94][cH:95][cH:96][cH:97]2)[c:98]2[cH:99][cH:100][cH:101][cH:102][cH:103]2)([c:104]2[cH:105][cH:106][cH:107][cH:108][cH:109]2)[c:110]2[cH:111][cH:112][cH:113][cH:114][cH:115]2)[cH:116][cH:117]1>>[c:2]1(-[c:23]2[cH:22][cH:21][n:20][c:19]([F:18])[cH:24]2)[cH:3][n:4][cH:5][c:6]([NH:8][c:9]2[cH:10][c:11]3[cH:12][cH:13][nH:14][c:15]3[cH:16][cH:17]2)[n:7]1. Reactants: C1CCOC1, Clc1cccc(-c2ccc3[nH]ccc3c2)c1, [H-], [Na+], O, O=S(=O)(Cl)c1ccccc1. The product is O=S(=O)(c1ccccc1)n1ccc2cc(-c3cccc(Cl)c3)ccc21. Reaction SMILES: [CH2:30]1[O:31][CH2:32][CH2:33][CH2:34]1.[Cl:3][c:4]1[cH:5][c:6](-[c:10]2[cH:11][c:12]3[cH:13][cH:14][nH:15][c:16]3[cH:17][cH:18]2)[cH:7][cH:8][cH:9]1.[H-:2].[Na+:1].[OH2:29].[c:19]1([S:25](=[O:26])(=[O:27])[Cl:28])[cH:20][cH:21][cH:22][cH:23][cH:24]1>>[Cl:3][c:4]1[cH:5][c:6](-[c:10]2[cH:11][c:12]3[cH:13][cH:14][n:15]([S:25]([c:19]4[cH:20][cH:21][cH:22][cH:23][cH:24]4)(=[O:26])=[O:27])[c:16]3[cH:17][cH:18]2)[cH:7][cH:8][cH:9]1. The reactants are CC(CCN1CCOCC1)OC1=CC=C(C=C1)N (4-[1-methyl-3-(morpholin-4-yl)propoxy]benzenamine), N (ammonia), 5.8, C(=O)C=O (glyoxal), 7.5, C=O (formaldehyde). Run in C(CC)O (1-propanol), CC(C)O (2-propanol). Yields the product CC(CCN1CCOCC1)OC1=CC=C(C=C1)N1C=NC=C1 (1-[4-[1-Methyl-3-(morpholin-4-yl)propoxy]phenyl]-1H-imidazole). Reaction SMILES: [CH3:1][CH:2]([O:11][C:12]1[CH:17]=[CH:16][C:15]([NH2:18])=[CH:14][CH:13]=1)[CH2:3][CH2:4][N:5]1[CH2:10][CH2:9][O:8][CH2:7][CH2:6]1.[NH3:19].[CH:20]([CH:22]=O)=O.[CH2:24]=O>C(O)CC.CC(O)C>[CH3:1][CH:2]([O:11][C:12]1[CH:13]=[CH:14][C:15]([N:18]2[CH:22]=[CH:20][N:19]=[CH:24]2)=[CH:16][CH:17]=1)[CH2:3][CH2:4][N:5]1[CH2:6][CH2:7][O:8][CH2:9][CH2:10]1. Procedure details: A mixture of 25.4 g (0.1 mol) of 4-[1-methyl-3-(morpholin-4-yl)propoxy]benzenamine, 6.8 g of 25% aqueous ammonia, and 10 mL of 2-propanol, and a mixture of 5.8 (0.1 mol) of glyoxal and 7.5 (0.1 mol) of 40% aqueous formaldehyde are simultaneously added into 20 mL of 1-propanol in the course of 30 minutes at 80° C. Monitor the reaction by thin-layer chromatography. Upon completion remove the solvent in vacuo to obtain the title compound.